Task: describe an organic reaction: reactants, conditions, products, and yield. Dataset: the Open Reaction Database (ORD), a public repository of structured organic reaction records Reactants: CC#N, CCN(C(C)C)C(C)C, COc1cc2ncnc(Nc3cccc(Cl)c3F)c2cc1CN(C)C1(C(N)=O)CNC1, Cl, [I-], [K+], OCCCl. The product is COc1cc2ncnc(Nc3cccc(Cl)c3F)c2cc1CN(C)C1(C(N)=O)CN(CCO)C1. Reaction SMILES: [CH3:48][C:49]#[N:50].[CH:33]([N:34]([CH:35]([CH3:36])[CH3:37])[CH2:38][CH3:39])([CH3:40])[CH3:41].[Cl:2][c:3]1[c:4]([F:32])[c:5]([NH:9][c:10]2[n:11][cH:12][n:13][c:14]3[cH:15][c:16]([O:30][CH3:31])[c:17]([CH2:20][N:21]([C:22]4([C:26](=[O:27])[NH2:28])[CH2:23][NH:24][CH2:25]4)[CH3:29])[cH:18][c:19]23)[cH:6][cH:7][cH:8]1.[ClH:1].[I-:47].[K+:46].[OH:42][CH2:43][CH2:44][Cl:45]>>[Cl:2][c:3]1[c:4]([F:32])[c:5]([NH:9][c:10]2[n:11][cH:12][n:13][c:14]3[cH:15][c:16]([O:30][CH3:31])[c:17]([CH2:20][N:21]([C:22]4([C:26](=[O:27])[NH2:28])[CH2:23][N:24]([CH2:44][CH2:43][OH:42])[CH2:25]4)[CH3:29])[cH:18][c:19]23)[cH:6][cH:7][cH:8]1. The solvent is C(C)O (ethanol), C(C)O (ethanol). The reactants are [H][H] (hydrogen), C(C1=CC=CC=C1)N1CCN(CC1)[C@@H]1CC[C@H](CC1)O (trans-4-(4-Benzylpiperazin-1-yl)cyclohexanol), C(C1=CC=CC=C1)N1CCNCC1 (benzylpiperazine), [BH4-].[Na+] (NaBH4). RXN SMILES: C([N:8]1[CH2:13][CH2:12][N:11]([C@H:14]2[CH2:19][CH2:18][C@H:17]([OH:20])[CH2:16][CH2:15]2)[CH2:10][CH2:9]1)C1C=CC=CC=1.C(N1CCNCC1)C1C=CC=CC=1.[BH4-].[Na+].[H][H]>C(O)C.[Pd]>[N:11]1([C@H:14]2[CH2:15][CH2:16][C@H:17]([OH:20])[CH2:18][CH2:19]2)[CH2:10][CH2:9][NH:8][CH2:13][CH2:12]1 |f:2.3|. The reagents and catalysts are [Pd] (palladium-on-charcoal). Procedure: trans-4-(4-Benzylpiperazin-1-yl)cyclohexanol (prepared from benzylpiperazine according to the process described in Example 1 using, in Stage e, NaBH4 in ethanol) (15 g, 54.6 mmol) is placed in 150 ml of ethanol under 4 bar of hydrogen in the presence of 10% palladium-on-charcoal (1 g) . After stirring for 72 h, the catalyst is filtered off on celite and the filtrate is concentrated to dryness. 9.6 g of light-colored oil are isolated. Yields the product N1(CCNCC1)[C@@H]1CC[C@H](CC1)O (trans-4-Piperazin-1-yl-cyclohexanol). Reaction conditions: time 72 hour. The reactants are BrC1=CC(=CC=C1)S(=O)(=O)C (1-bromo-3-methanesulfonyl-benzene), C1(=CC=CC=C1)P(C1=CC=CC=C1)C1=CC=CC=C1 (triphenylphosphine), C[Si](C)(C)C#C (trimethylsilylacetylene). The reagents and catalysts are C(C)(=O)[O-].[Pd+2].C(C)(=O)[O-] (palladium acetate), [Cu]I (copper (I) iodide). The solvent is C(C)N(CC)CC (triethylamine). Reaction conditions: temperature 82.5 celsius. Yields the product CS(=O)(=O)C=1C=C(C=CC1)C#C[Si](C)(C)C ((3-methanesulfonyl-phenylethynyl)-trimethylsilane). As a reaction SMILES: Br[C:2]1[CH:7]=[CH:6][CH:5]=[C:4]([S:8]([CH3:11])(=[O:10])=[O:9])[CH:3]=1.C1(P(C2C=CC=CC=2)C2C=CC=CC=2)C=CC=CC=1.[CH3:31][Si:32]([C:35]#[CH:36])([CH3:34])[CH3:33]>C([O-])(=O)C.[Pd+2].C([O-])(=O)C.[Cu]I.C(N(CC)CC)C>[CH3:11][S:8]([C:4]1[CH:3]=[C:2]([C:36]#[C:35][Si:32]([CH3:34])([CH3:33])[CH3:31])[CH:7]=[CH:6][CH:5]=1)(=[O:10])=[O:9] |f:3.4.5|. Procedure: Into a sealable tube was weighed 2.06 g (8.76 mmol) of 1-bromo-3-methanesulfonyl-benzene, 93 mg of palladium acetate, 122 mg of triphenylphosphine, 79 mg of copper (I) iodide, 10.0 mL of triethylamine, and 2.0 mL of trimethylsilylacetylene. The reaction vessel was sealed and was heated at 80-85° C. for 1 h then was filtered of solids with added ethyl acetate. The filtrate was concentrated in vacuo and was purified by silica gel flash chromatography (Jones Flashmaster, 50 g Silica gel, gradient e... Starting materials: Li Al, ClC=1C=C2C=3CC(CCC3NC2=CC1)C(=O)N (6-Chloro-2,3,4,9-tetrahydro-1H-carbazole-3-carboxylic acid amide), O (water), [H-].[Al+3].[Li+].[H-].[H-].[H-] (Lithium aluminum hydride). The product is ClC=1C=C2C=3CC(CCC3NC2=CC1)CN (C-(6-Chloro-2,3,4,9-tetrahydro-1H-carbazol-3-yl)-methylamine). Procedure: 6-Chloro-2,3,4,9-tetrahydro-1H-carbazole-3-carboxylic acid amide (0.6 g, 2.42 mmole) was dissolved in THF (20 ml). The reaction was cooled to 0° C. Lithium aluminum hydride (4.8 ml, 1M, 4.8 mmole) was portion wise carefully added. The reaction was refluxed for 2 hours. After cooling the mixture to room temperature water was carefully drop wise added to deactivate the Li—Al-complex. The formed solids were filtered and the filtrate diluted with ethyl acetate, washed with water (2×), brine and the ... As a reaction SMILES: [Cl:1][C:2]1[CH:3]=[C:4]2[C:12](=[CH:13][CH:14]=1)[NH:11][C:10]1[CH2:9][CH2:8][CH:7]([C:15]([NH2:17])=O)[CH2:6][C:5]2=1.[H-].[Al+3].[Li+].[H-].[H-].[H-].O>C1COCC1>[Cl:1][C:2]1[CH:3]=[C:4]2[C:12](=[CH:13][CH:14]=1)[NH:11][C:10]1[CH2:9][CH2:8][CH:7]([CH2:15][NH2:17])[CH2:6][C:5]2=1 |f:1.2.3.4.5.6|. Isolated yield 52.0%. Reaction conditions: temperature 0 celsius. The solvent is C1CCOC1 (THF).